This data is from the Open Reaction Database (ORD), a public repository of structured organic reaction records. The task is: describe an organic reaction: reactants, conditions, products, and yield The reactants are C(C)(C)(C)OC(=O)NC1CCN(CC1)C=1SC(=CN1)C(=O)OC (Methyl 2-{4-[(tert-butoxycarbonyl)amino]piperidin-1-yl}-1,3-thiazole-5-carboxylate), ClC1=CC(=NC2=CC=CC=C12)C(=O)OC (methyl 4-chloroquinoline-2-carboxylate). The product is C(C)(C)(C)OC(=O)NC1CCN(CC1)C1=CC(=NC2=CC=CC=C12)C(=O)OC (Methyl 4-{4-[(tert-butoxycarbonyl)amino]piperidin-1-yl}quinoline-2-carboxylate). RXN SMILES: [C:1]([O:5][C:6]([NH:8][CH:9]1[CH2:14][CH2:13][N:12]([C:15]2SC(C(OC)=O)=CN=2)[CH2:11][CH2:10]1)=[O:7])([CH3:4])([CH3:3])[CH3:2].ClC1[C:34]2[C:29](=[CH:30][CH:31]=[CH:32][CH:33]=2)[N:28]=[C:27]([C:35]([O:37][CH3:38])=[O:36])[CH:26]=1>>[C:1]([O:5][C:6]([NH:8][CH:9]1[CH2:10][CH2:11][N:12]([C:15]2[C:34]3[C:29](=[CH:30][CH:31]=[CH:32][CH:33]=3)[N:28]=[C:27]([C:35]([O:37][CH3:38])=[O:36])[CH:26]=2)[CH2:13][CH2:14]1)=[O:7])([CH3:2])([CH3:3])[CH3:4]. Reported procedure: The title compound was prepared by a procedure analogous to Intermediate 133 starting with methyl 4-chloroquinoline-2-carboxylate (WO 9505378). The product was purified on a silica gel flash column (0→5% MeOH in DCM) followed by recrystallization from EtOAc. Starting materials: N (ammonia), ClCCl.CO (dichloromethane methanol), FC1=CC=C(C=C1)N1C(C(C1=O)CCC(C1=CC=CC=C1)O)C1=CC=C(C#N)C=C1 (4-[1-(4-fluorophenyl)-3-(3-hydroxy-3-phenylpropyl)-4-oxo-azetidin-2-yl]-benzonitrile), [H][H] (hydrogen). Reagents/catalysts: [Ni] (Ni). The solvent is C(C)O (ethanol). Yields the product NCC1=CC=C(C=C1)C1C(C(N1C1=CC=C(C=C1)F)=O)CCC(C1=CC=CC=C1)O (4-(4-Aminomethylphenyl)-1-(4-fluorophenyl)-3-(3-hydroxy-3-phenylpropyl)-azetidin-2-one). RXN SMILES: [F:1][C:2]1[CH:7]=[CH:6][C:5]([N:8]2[C:11](=[O:12])[CH:10]([CH2:13][CH2:14][CH:15]([OH:22])[C:16]3[CH:21]=[CH:20][CH:19]=[CH:18][CH:17]=3)[CH:9]2[C:23]2[CH:30]=[CH:29][C:26]([C:27]#[N:28])=[CH:25][CH:24]=2)=[CH:4][CH:3]=1.N.[H][H].ClCCl.CO>C(O)C.[Ni]>[NH2:28][CH2:27][C:26]1[CH:29]=[CH:30][C:23]([CH:9]2[N:8]([C:5]3[CH:6]=[CH:7][C:2]([F:1])=[CH:3][CH:4]=3)[C:11](=[O:12])[CH:10]2[CH2:13][CH2:14][CH:15]([OH:22])[C:16]2[CH:17]=[CH:18][CH:19]=[CH:20][CH:21]=2)=[CH:24][CH:25]=1 |f:3.4|. Procedure details: 930 mg of 4-[1-(4-fluorophenyl)-3-(3-hydroxy-3-phenylpropyl)-4-oxo-azetidin-2-yl]-benzonitrile, dissolved in 100 ml of ethanol, are admixed with 4 ml of conc. ammonia and hydrogenated for 20 hours over Raney Ni, at room temperature and a hydrogen pressure of 20 bar. The catalyst is filtered off and the filtrate is concentrated under reduced pressure, giving, after chromatography (SiO2, dichloromethane/methanol=0:1), the product of molecular weight 404.5 (C25H25FN2O2); MS (DCl+): 405 (M+H+), 387 ... Reactants: 1-chloracetyl-4-[4-(4-trifluoromethyl-benzyloxy)-phenyl]-piperazine, [N+](=O)([O-])C1=C(C=C(C=C1)N[C@@H]1CC[C@H](CC1)O)C(F)(F)F (trans-4-(4-nitro-3-trifluoromethyl-phenylamino)-cyclohexanol), 1-chloracetyl-4-[4-(4-trifluoromethyl-benzyloxy)-phenyl]-piperazine, ClCC(=O)N1CCN(CC1)C1=CC=C(C=C1)OCC1=CC=C(C=C1)C(F)(F)F (2-chloro-1-{4-[4-(4-trifluoromethyl-benzyloxy)-phenyl]-piperazin-1-yl}-ethanone), FC(C1=CC=C(COC2=CC=C(C=C2)N2CCNCC2)C=C1)(F)F (1-[4-(4-trifluoromethyl-benzyloxy)-phenyl]-piperazine), ClCC(=O)Cl (chloroacetyl chloride). Yields the product [N+](=O)([O-])C1=C(C=C(C=C1)N[C@@H]1CC[C@H](CC1)OCC(=O)N1CCN(CC1)C1=CC=C(C=C1)OCC1=CC=C(C=C1)C(F)(F)F)C(F)(F)F (2-[Trans-4-(4-nitro-3-trifluoromethyl-phenylamino)-cyclohexyloxy]-1-{4-[4-(4-trifluoromethyl-benzyloxy)-phenyl]-piperazin-1-yl}-ethanone), product. The yield is 10.0%. RXN SMILES: Cl[CH2:2][C:3]([N:5]1[CH2:10][CH2:9][N:8]([C:11]2[CH:16]=[CH:15][C:14]([O:17][CH2:18][C:19]3[CH:24]=[CH:23][C:22]([C:25]([F:28])([F:27])[F:26])=[CH:21][CH:20]=3)=[CH:13][CH:12]=2)[CH2:7][CH2:6]1)=[O:4].FC(F)(F)C1C=CC(COC2C=CC(N3CCNCC3)=CC=2)=CC=1.ClCC(Cl)=O.[N+:58]([C:61]1[CH:66]=[CH:65][C:64]([NH:67][C@H:68]2[CH2:73][CH2:72][C@H:71]([OH:74])[CH2:70][CH2:69]2)=[CH:63][C:62]=1[C:75]([F:78])([F:77])[F:76])([O-:60])=[O:59]>>[N+:58]([C:61]1[CH:66]=[CH:65][C:64]([NH:67][C@H:68]2[CH2:73][CH2:72][C@H:71]([O:74][CH2:2][C:3]([N:5]3[CH2:10][CH2:9][N:8]([C:11]4[CH:16]=[CH:15][C:14]([O:17][CH2:18][C:19]5[CH:24]=[CH:23][C:22]([C:25]([F:28])([F:27])[F:26])=[CH:21][CH:20]=5)=[CH:13][CH:12]=4)[CH2:7][CH2:6]3)=[O:4])[CH2:70][CH2:69]2)=[CH:63][C:62]=1[C:75]([F:76])([F:77])[F:78])([O-:60])=[O:59]. Procedure details: 2-[Trans-4-(4-nitro-3-trifluoromethyl-phenylamino)-cyclohexyloxy]-1-{4-[4-(4-trifluoromethyl-benzyloxy)-phenyl]-piperazin-1-yl}-ethanone was prepared using a two-step synthesis. In the first step, 1-chloracetyl-4-[4-(4-trifluoromethyl-benzyloxy)-phenyl]-piperazine (also known as 2-chloro-1-{4-[4-(4-trifluoromethyl-benzyloxy)-phenyl]-piperazin-1-yl}-ethanone) was prepared with a 46% yield from 1-[4-(4-trifluoromethyl-benzyloxy)-phenyl]-piperazine (prepared in accordance with Example 19) and chlor... Starting materials: C1(CC1)CN1[C@H]2[C@@H]3CCC(C[C@@]3(C=3C=C(C=CC3C2)O)CC1)=O (17-cyclopropylmethyl-3-hydroxy-morphinan-6-one), C=P(C1=CC=CC=C1)(C1=CC=CC=C1)C1=CC=CC=C1 (methylenetriphenylphosphorane). Run in CS(=O)C (dimethyl sulfoxide). The product is C1(CC1)CN1[C@H]2[C@@H]3CCC(C[C@@]3(C=3C=C(C=CC3C2)O)CC1)=C (17-Cyclopropylmethyl-3-hydroxy-6-methylene-morphinan). RXN SMILES: [CH:1]1([CH2:4][N:5]2[CH2:22][CH2:21][C@@:12]34[C:13]5[CH:14]=[C:15]([OH:20])[CH:16]=[CH:17][C:18]=5[CH2:19][C@@H:6]2[C@@H:7]3[CH2:8][CH2:9][C:10](=O)[CH2:11]4)[CH2:3][CH2:2]1.[CH2:24]=P(C1C=CC=CC=1)(C1C=CC=CC=1)C1C=CC=CC=1>CS(C)=O>[CH:1]1([CH2:4][N:5]2[CH2:22][CH2:21][C@@:12]34[C:13]5[CH:14]=[C:15]([OH:20])[CH:16]=[CH:17][C:18]=5[CH2:19][C@@H:6]2[C@@H:7]3[CH2:8][CH2:9][C:10](=[CH2:24])[CH2:11]4)[CH2:2][CH2:3]1. Procedure details: Reaction of 17-cyclopropylmethyl-3-hydroxy-morphinan-6-one (1.58 g, 5 mmole) with methylenetriphenylphosphorane (20 mmole) in dimethyl sulfoxide gave a crude residue which was chromatographed using 10:1 chloroform-methanol containing 1% concentrated ammonium hydroxide. Pure fractions were pooled to give 909 mg (58%) of TR-5609 which crystallized from ethanol to give 532 mg of analytically pure TR-5609, mp 220°-223°. Reactants: C(CCCCC)NCCCCCC (dihexylamine), O=C1NC2=CC=CC=C2C=C1C(=O)O (1,2-dihydro-2-oxoquinoline-3-carboxylic acid), CN1CCOCC1 (N-methylmorpholine), C(OCC(C)C)(=O)Cl (isobutyl chlorocarbonate). Solvent: O1CCCC1 (tetrahydrofuran), CN(C=O)C (N,N-dimethylformamide). Run at temperature -15 celsius, time 10 minute. The product is C(CCCCC)N(C(=O)C=1C(NC2=CC=CC=C2C1)=O)CCCCCC (N,N-dihexyl-1,2-dihydro-2-oxoquinoline-3-carboxamide). The yield is 75.8%. RXN SMILES: [O:1]=[C:2]1[C:11]([C:12]([OH:14])=O)=[CH:10][C:9]2[C:4](=[CH:5][CH:6]=[CH:7][CH:8]=2)[NH:3]1.CN1CCOCC1.C(Cl)(=O)OCC(C)C.[CH2:30]([NH:36][CH2:37][CH2:38][CH2:39][CH2:40][CH2:41][CH3:42])[CH2:31][CH2:32][CH2:33][CH2:34][CH3:35]>O1CCCC1.CN(C)C=O>[CH2:37]([N:36]([CH2:30][CH2:31][CH2:32][CH2:33][CH2:34][CH3:35])[C:12]([C:11]1[C:2](=[O:1])[NH:3][C:4]2[C:9]([CH:10]=1)=[CH:8][CH:7]=[CH:6][CH:5]=2)=[O:14])[CH2:38][CH2:39][CH2:40][CH2:41][CH3:42]. Reported procedure: In a mixture of 50 ml of tetrahydrofuran and 250 ml of N,N-dimethylformamide were dissolved 9.46 g of 1,2-dihydro-2-oxoquinoline-3-carboxylic acid and 5.06 g of N-methylmorpholine, and after cooling to −15° C., 6.83 g of isobutyl chlorocarbonate was added dropwise over 10 minutes. After stirring at −15° C. for 10 minutes, 9.73 g of dihexylamine was added dropwise over 5 minutes. After stirring at −15° C. for 4 hours and then at room temperature overnight, the reaction mixture was concentrated un... The reactants are COC1=C(C2=C[N+]3=C(C=C2C=C1)C4=CC5=C(C=C4CC3)OCO5)OC.[Cl-] (berberine hydrochloride), C(#CC)[Mg]Br (1-propynylmagnesium bromide). Solvent: C(C)OCC (diethyl ether). Run at temperature 0 celsius, time 30 minute. Product: COC1=C(C=CC=2C=C3N(CCC4=CC5=C(C=C34)OCO5)C(C12)C#CC)OC (9,10-dimethoxy-8-prop-1-ynyl-5,8-dihydro-6H-[1,3]dioxolo[4,5-g]isoquino[3,2-a]isoquinoline). Yield: 38.9%. RXN SMILES: [CH3:1][O:2][C:3]1[CH:12]=[CH:11][C:10]2[C:5](=[CH:6][N+:7]3[CH2:20][CH2:19][C:18]4[C:13](=[CH:14][C:15]5[O:23][CH2:22][O:21][C:16]=5[CH:17]=4)[C:8]=3[CH:9]=2)[C:4]=1[O:24][CH3:25].[Cl-].[C:27]([Mg]Br)#[C:28][CH3:29]>C(OCC)C>[CH3:25][O:24][C:4]1[C:5]2[CH:6]([C:27]#[C:28][CH3:29])[N:7]3[CH2:20][CH2:19][C:18]4[C:13]([C:8]3=[CH:9][C:10]=2[CH:11]=[CH:12][C:3]=1[O:2][CH3:1])=[CH:14][C:15]1[O:23][CH2:22][O:21][C:16]=1[CH:17]=4 |f:0.1|. Reported procedure: To a suspension of berberine hydrochloride (500 mg, 1.3 mmol) in anhydrous diethyl ether (100 mL) at 0° C. was added 1-propynylmagnesium bromide solution (0.5 M in tetrahydrofuran, 26 mL, 13 mmol) dropwise. After stirring at 0° C. for 30 min, the reaction was quenched by adding saturated aqueous ammonium chloride solution (20 mL). The mixture was extracted with diethyl ether (2×50 mL), washed with brine, dried over anhydrous sodium sulfate and concentrated in vacuo. The residue was re-crystalliz...